From a dataset of the Open Reaction Database (ORD), a public repository of structured organic reaction records. describe an organic reaction: reactants, conditions, products, and yield Reactants: COC(=O)Cc1cc2ccc(F)cc2c(OS(=O)(=O)C(F)(F)F)c1C, Cc1ccc(CB2OC(C)(C)C(C)(C)O2)cc1, CCOC(C)=O, Cc1ccccc1, COc1cccc(OC)c1-c1ccccc1P(C1CCCCC1)C1CCCCC1, [K+], [K+], [K+], CC(=O)[O-], CC(=O)[O-], O, O=P([O-])([O-])[O-], [Pd+2]. The product is COC(=O)Cc1cc2ccc(F)cc2c(Cc2ccc(C)cc2)c1C. Reaction SMILES: [CH3:1][O:2][C:3]([CH2:4][c:5]1[cH:6][c:7]2[cH:8][cH:9][c:10]([F:24])[cH:11][c:12]2[c:13]([O:16][S:17]([C:18]([F:19])([F:20])[F:21])(=[O:22])=[O:23])[c:14]1[CH3:15])=[O:25].[CH3:26][C:27]1([CH3:28])[C:29]([CH3:30])([CH3:31])[O:32][B:33]([CH2:34][c:35]2[cH:36][cH:37][c:38]([CH3:41])[cH:39][cH:40]2)[O:42]1.[CH3:80][CH2:81][O:82][C:83](=[O:84])[CH3:85].[CH3:96][c:97]1[cH:98][cH:99][cH:100][cH:101][cH:102]1.[CH:43]1([P:44]([CH:45]2[CH2:46][CH2:47][CH2:48][CH2:49][CH2:50]2)[c:51]2[cH:52][cH:53][cH:54][cH:55][c:56]2-[c:57]2[c:58]([O:59][CH3:60])[cH:61][cH:62][cH:63][c:64]2[O:65][CH3:66])[CH2:67][CH2:68][CH2:69][CH2:70][CH2:71]1.[K+:77].[K+:78].[K+:79].[O-:87][C:88]([CH3:89])=[O:90].[O-:91][C:92]([CH3:93])=[O:94].[OH2:95].[P:72]([O-:73])([O-:74])([O-:75])=[O:76].[Pd+2:86]>>[CH3:1][O:2][C:3]([CH2:4][c:5]1[cH:6][c:7]2[cH:8][cH:9][c:10]([F:24])[cH:11][c:12]2[c:13]([CH2:34][c:35]2[cH:36][cH:37][c:38]([CH3:41])[cH:39][cH:40]2)[c:14]1[CH3:15])=[O:25]. Reactants: CC(C)=CCSc1cccc(Br)c1, O=C([O-])O, Cc1ccccc1, [Na+], O, O, Cc1ccc(S(=O)(=O)O)cc1. Yields the product CC1(C)CCSc2cc(Br)ccc21. RXN SMILES: [Br:1][c:2]1[cH:3][c:4]([S:8][CH2:9][CH:10]=[C:11]([CH3:12])[CH3:13])[cH:5][cH:6][cH:7]1.[C:26](=[O:27])([OH:28])[O-:29].[CH3:31][c:32]1[cH:33][cH:34][cH:35][cH:36][cH:37]1.[Na+:30].[OH2:14].[OH2:38].[c:15]1([CH3:16])[cH:17][cH:18][c:19]([S:20]([OH:21])(=[O:22])=[O:23])[cH:24][cH:25]1>>[Br:1][c:2]1[cH:3][c:4]2[c:5]([cH:6][cH:7]1)[C:11]([CH3:12])([CH3:13])[CH2:10][CH2:9][S:8]2. Reactants: C(C)(C)NC(C)C (diisopropylamine), C(CCC)[Li] (n-butyllithium), [Li+].CC(C)[N-]C(C)C (LDA), FC=1C=C(C=CC1)N1N=CC(=C1N(C(C)=O)C)C(=O)OCC (ethyl 1-(3-fluorophenyl)-5-(N-methylacetamido)-1H-pyrazole-4-carboxylate). Run in C1CCOC1 (THF), C1CCOC1 (THF). Reaction conditions: time 30 minute. The product is FC=1C=C(C=CC1)N1N=CC2=C1N(C(C=C2O)=O)C (1-(3-Fluorophenyl)-4-hydroxy-7-methyl-1H-pyrazolo[3,4-b]pyridin-6(7H)-one). RXN SMILES: C(NC(C)C)(C)C.C([Li])CCC.[Li+].CC([N-]C(C)C)C.[F:21][C:22]1[CH:23]=[C:24]([N:28]2[C:32]([N:33]([CH3:37])[C:34](=[O:36])[CH3:35])=[C:31]([C:38]([O:40]CC)=O)[CH:30]=[N:29]2)[CH:25]=[CH:26][CH:27]=1>C1COCC1>[F:21][C:22]1[CH:23]=[C:24]([N:28]2[C:32]3[N:33]([CH3:37])[C:34](=[O:36])[CH:35]=[C:38]([OH:40])[C:31]=3[CH:30]=[N:29]2)[CH:25]=[CH:26][CH:27]=1 |f:2.3|. Reported procedure: A solution of diisopropylamine (3.45 mL, 24.4 mmol) in 15 mL THF under argon at 0° C. was treated with n-butyllithium (14.7 mL of 1.6 M solution in hexanes, 23.5 mmol) and stirred at this temperature for 30 min. The freshly prepared LDA was added dropwise to a solution of ethyl 1-(3-fluorophenyl)-5-(N-methylacetamido)-1H-pyrazole-4-carboxylate (2.87 g, 9.40 mmol) in 5 mL of THF at −78° C. After the reaction mixture was gradually warmed to RT in 4 h, it was partitioned between 1N NaOH and 45 mL o... The reactants are C1(C=2C(C(N1CC=1C=C3CC(C(C3=CC1)=O)N1C(=NC=C1)C(=O)OCC)=O)=CC=CC2)=O (ethyl 1-(5-phthalimidomethyl-1oxoindan-2yl)imidazole-2-carboxylate), C(C)(=O)[O-].[NH4+] (ammonium acetate). The solvent is C(C)(=O)O (acetic acid). Run at temperature 20 celsius. The product is C1(C=2C(C(N1CC1=CC=3CC4=C(NC(C=5N4C=CN5)=O)C3C=C1)=O)=CC=CC2)=O (8-phthalimidomethyl-5H,10H-imidazo[1,2-a]indeno[1,2-e]pyrazin-4-one). The yield is 66.1%. Reaction SMILES: [C:1]1(=[O:32])[N:5]([CH2:6][C:7]2[CH:8]=[C:9]3[C:13](=[CH:14][CH:15]=2)[C:12](=O)[CH:11]([N:17]2[CH:21]=[CH:20][N:19]=[C:18]2[C:22](OCC)=[O:23])[CH2:10]3)[C:4](=[O:27])[C:3]2=[CH:28][CH:29]=[CH:30][CH:31]=[C:2]12.C([O-])(=O)C.[NH4+:37]>C(O)(=O)C>[C:4]1(=[O:27])[N:5]([CH2:6][C:7]2[CH:15]=[CH:14][C:13]3[C:12]4[NH:37][C:22](=[O:23])[C:18]5[N:17]([CH:21]=[CH:20][N:19]=5)[C:11]=4[CH2:10][C:9]=3[CH:8]=2)[C:1](=[O:32])[C:2]2=[CH:31][CH:30]=[CH:29][CH:28]=[C:3]12 |f:1.2|. Reported procedure: 8-Phthalimidomethyl-5H,10H-imidazo[1,2-a]indeno[1,2-e]pyrazin-4-one can be obtained in the following way: a mixture of 17 g of ethyl 1-(5-phthalimidomethyl-1oxoindan-2yl)imidazole-2-carboxylate and 153 g of ammonium acetate in 355 ml of glacial acetic acid is heated at reflux for 16 hours. The reaction mixture is cooled to a temperature in the region of 20° C. The precipitate is filtered on sintered glass, rinsed with distilled water to neutral pH and then washed with acetone. After drying under... Reactants: CC1=CC(NC2=CC=C(C=C12)OCCCCBr)=O (4-methyl-6-(4-bromo-butoxy)-carbostyril), SC1=NC2=CC=CC=C2C=C1 (2-mercapto-quinoline). Product: CC1=CC(NC2=CC=C(C=C12)OCCCCSC1=NC2=CC=CC=C2C=C1)=O (4-Methyl-6-[4-(2-quinolyl-mercapto)-butoxy]-carbostyril). RXN SMILES: [CH3:1][C:2]1[C:11]2[C:6](=[CH:7][CH:8]=[C:9]([O:12][CH2:13][CH2:14][CH2:15][CH2:16]Br)[CH:10]=2)[NH:5][C:4](=[O:18])[CH:3]=1.[SH:19][C:20]1[CH:29]=[CH:28][C:27]2[C:22](=[CH:23][CH:24]=[CH:25][CH:26]=2)[N:21]=1>>[CH3:1][C:2]1[C:11]2[C:6](=[CH:7][CH:8]=[C:9]([O:12][CH2:13][CH2:14][CH2:15][CH2:16][S:19][C:20]3[CH:29]=[CH:28][C:27]4[C:22](=[CH:23][CH:24]=[CH:25][CH:26]=4)[N:21]=3)[CH:10]=2)[NH:5][C:4](=[O:18])[CH:3]=1. Procedure details: Prepared analogous to Example 122 from 4-methyl-6-(4-bromo-butoxy)-carbostyril and 2-mercapto-quinoline. Starting materials: Brc1cccc(-c2nn3c(NC4CCCC4)cccc3c2-c2ccnc(NC3CCCC3)n2)c1, CCCC[SnH](CCCC)CCCC, Cc1ccccc1, CC(C)(C#N)N=NC(C)(C)C#N. RXN SMILES: [Br:1][c:2]1[cH:3][c:4](-[c:8]2[n:9][n:10]3[c:11]([cH:12][cH:13][cH:14][c:15]3[NH:16][CH:17]3[CH2:18][CH2:19][CH2:20][CH2:21]3)[c:22]2-[c:23]2[n:24][c:25]([NH:29][CH:30]3[CH2:31][CH2:32][CH2:33][CH2:34]3)[n:26][cH:27][cH:28]2)[cH:5][cH:6][cH:7]1.[CH2:35]([SnH:36]([CH2:37][CH2:38][CH2:39][CH3:40])[CH2:41][CH2:42][CH2:43][CH3:44])[CH2:45][CH2:46][CH3:47].[CH3:60][c:61]1[cH:62][cH:63][cH:64][cH:65][cH:66]1.[N:48]([C:49]([CH3:50])([CH3:51])[C:52]#[N:53])=[N:54][C:55]([CH3:56])([CH3:57])[C:58]#[N:59]>>[cH:2]1[cH:3][c:4](-[c:8]2[n:9][n:10]3[c:11]([cH:12][cH:13][cH:14][c:15]3[NH:16][CH:17]3[CH2:18][CH2:19][CH2:20][CH2:21]3)[c:22]2-[c:23]2[n:24][c:25]([NH:29][CH:30]3[CH2:31][CH2:32][CH2:33][CH2:34]3)[n:26][cH:27][cH:28]2)[cH:5][cH:6][cH:7]1. The product is c1ccc(-c2nn3c(NC4CCCC4)cccc3c2-c2ccnc(NC3CCCC3)n2)cc1. Reactants: ClC=1C=C(C=CC1)C1C(=C(N=C(N1C(=O)OC1=CC=C(C=C1)[N+](=O)[O-])OC)C)C(=O)OCC1=CC=CC=C1 (5-benzyl 1-(4-nitrophenyl) 6-(3-chlorophenyl)-2-methoxy-4-methyl-6H-pyrimidine-1,5-dicarboxylate), C1(=CC=CC=C1)C(CCN)C1=CC=CC=C1 (3,3-diphenylpropylamine). Solvent: C(C)#N (acetonitrile). Conditions: temperature 60 celsius, time 30 minute. The product is ClC=1C=C(C=CC1)C1N(C(NC(=C1C(=O)OCC1=CC=CC=C1)C)=O)C(NCCC(C1=CC=CC=C1)C1=CC=CC=C1)=O (benzyl 4-(3-chlorophenyl)-3-(3,3-diphenylpropylcarbamoyl)-6-methyl-2-oxo-1,2,3,4-tetrahydropyrimidine-5-carboxylate). Reaction SMILES: [Cl:1][C:2]1[CH:3]=[C:4]([CH:8]2[N:13]([C:14](OC3C=CC([N+]([O-])=O)=CC=3)=[O:15])[C:12]([O:26]C)=[N:11][C:10]([CH3:28])=[C:9]2[C:29]([O:31][CH2:32][C:33]2[CH:38]=[CH:37][CH:36]=[CH:35][CH:34]=2)=[O:30])[CH:5]=[CH:6][CH:7]=1.[C:39]1([CH:45]([C:49]2[CH:54]=[CH:53][CH:52]=[CH:51][CH:50]=2)[CH2:46][CH2:47][NH2:48])[CH:44]=[CH:43][CH:42]=[CH:41][CH:40]=1>C(#N)C>[Cl:1][C:2]1[CH:3]=[C:4]([CH:8]2[C:9]([C:29]([O:31][CH2:32][C:33]3[CH:34]=[CH:35][CH:36]=[CH:37][CH:38]=3)=[O:30])=[C:10]([CH3:28])[NH:11][C:12](=[O:26])[N:13]2[C:14](=[O:15])[NH:48][CH2:47][CH2:46][CH:45]([C:39]2[CH:40]=[CH:41][CH:42]=[CH:43][CH:44]=2)[C:49]2[CH:50]=[CH:51][CH:52]=[CH:53][CH:54]=2)[CH:5]=[CH:6][CH:7]=1. Reported procedure: 10 ml of acetonitrile was added to a mixture of 200 mg (0.373 mmol) of 5-benzyl 1-(4-nitrophenyl) 6-(3-chlorophenyl)-2-methoxy-4-methyl-6H-pyrimidine-1,5-dicarboxylate and 78.9 mg (0.373 mmol) of 3,3-diphenylpropylamine, and they were stirred at 60° C. for 30 minutes. The solvent was evaporated under reduced pressure to obtain the title compound.